This data is from the Open Reaction Database (ORD), a public repository of structured organic reaction records. The task is: describe an organic reaction: reactants, conditions, products, and yield Starting materials: [N+](=O)([O-])C1=C(C(=CC(=C1)[N+](=O)[O-])C1=NC=CC(=C1)OC)C (2,4-dinitro-6-(4-methoxypyridin-2-yl)toluene). Reagents/catalysts: [Pd] (palladium on carbon). Solvent: O1CCCC1 (tetrahydrofuran), C(C)O (ethanol). The product is NC1=C(C(=CC(=C1)N)C1=NC=CC(=C1)OC)C (2,4-diamino-6-(4-methoxypyridin-2-yl)toluene). Yield: 98.4%. RXN SMILES: [N+:1]([C:4]1[CH:9]=[C:8]([N+:10]([O-])=O)[CH:7]=[C:6]([C:13]2[CH:18]=[C:17]([O:19][CH3:20])[CH:16]=[CH:15][N:14]=2)[C:5]=1[CH3:21])([O-])=O>O1CCCC1.C(O)C.[Pd]>[NH2:1][C:4]1[CH:9]=[C:8]([NH2:10])[CH:7]=[C:6]([C:13]2[CH:18]=[C:17]([O:19][CH3:20])[CH:16]=[CH:15][N:14]=2)[C:5]=1[CH3:21]. Procedure: A suspension of 2,4-dinitro-6-(4-methoxypyridin-2-yl)toluene (132 mg) in tetrahydrofuran (2 ml) and ethanol (2 ml) was hydrogenated over palladium on carbon (10% w/w, 50% wet, 50 mg) under a hydrogen atmosphere for 4 hours. The catalyst was filtered off, and the filtrate was evaporated under reduced pressure to give 2,4-diamino-6-(4-methoxypyridin-2-yl)toluene (103 mg). Reactants: CCO, [Cl-], [Fe], Nc1cc(Oc2ccc([N+](=O)[O-])cc2)ncn1, [NH4+]. Product: Nc1ccc(Oc2cc(N)ncn2)cc1. As a reaction SMILES: [CH3:21][CH2:22][OH:23].[Cl-:18].[Fe:20].[N+:1]([O-:2])(=[O:3])[c:4]1[cH:5][cH:6][c:7]([O:8][c:9]2[cH:10][c:11]([NH2:15])[n:12][cH:13][n:14]2)[cH:16][cH:17]1.[NH4+:19]>>[NH2:1][c:4]1[cH:5][cH:6][c:7]([O:8][c:9]2[cH:10][c:11]([NH2:15])[n:12][cH:13][n:14]2)[cH:16][cH:17]1.